From a dataset of the Open Reaction Database (ORD), a public repository of structured organic reaction records. describe an organic reaction: reactants, conditions, products, and yield Starting materials: FC(C1=CC=2N3C4=C(C=CC=C4SC2C=C1)C(NC3=S)=O)(F)F (10-Trifluoromethyl-1H-pyrimido[5,4,3-kl]phenothiazine-3-one-1(2H)-thione), CI (methyl iodide), [OH-].[K+] (potassium hydroxide), CC(=O)C (acetone). Solvent: O (water), O (water). Conditions: time 18 hour. The product is CSC1=NC(C=2C=CC=C3SC=4C=CC(=CC4N1C23)C(F)(F)F)=O (1-methylmercapto-10-trifluoromethyl-3H-pyrimido[5,4,3-kl]phenothiazine-3-one). Reaction SMILES: [F:1][C:2]([F:23])([F:22])[C:3]1[CH:16]=[CH:15][C:14]2[S:13][C:12]3[C:7]4=[C:8]([C:17](=[O:21])[NH:18][C:19](=[S:20])[N:6]4[C:5]=2[CH:4]=1)[CH:9]=[CH:10][CH:11]=3.[OH-].[K+].[CH3:26]C(C)=O.CI>O>[CH3:26][S:20][C:19]1[N:6]2[C:7]3[C:12]([S:13][C:14]4[CH:15]=[CH:16][C:3]([C:2]([F:1])([F:22])[F:23])=[CH:4][C:5]=42)=[CH:11][CH:10]=[CH:9][C:8]=3[C:17](=[O:21])[N:18]=1 |f:1.2|. Procedure: 10-Trifluoromethyl-1H-pyrimido[5,4,3-kl]phenothiazine-3-one-1(2H)-thione (53.6 g., 0.152 mol.) was added to a stirred solution of 8.95 g. (0.160 mol.) of potassium hydroxide in 1680 ml. of acetone and 720 ml. of water. After all the solid had dissolved and a clear yellow solution formed, 22.8 g. (10 ml., 0.160 mol.) of methyl iodide was added in one portion. The reaction mixture was stirred at 25° for 18 hours, diluted with 1000 ml. of water and chilled in an ice-bath for several hours. The resu... The reactants are C1CCOC1, CCOC(=O)CP(=O)(OCC)OCC, CC(C)(C)[O-], [Cl-], O=Cc1c(Cl)cccc1Cl, [K+], [NH4+]. Yields the product CCOC(=O)C=Cc1c(Cl)cccc1Cl. As a reaction SMILES: [CH2:33]1[O:34][CH2:35][CH2:36][CH2:37]1.[CH3:11][CH2:12][O:13][C:14](=[O:15])[CH2:16][P:17]([O:18][CH2:19][CH3:20])([O:21][CH2:22][CH3:23])=[O:24].[CH3:25][C:26]([CH3:27])([O-:28])[CH3:29].[Cl-:31].[Cl:1][c:2]1[c:3]([CH:4]=[O:5])[c:6]([Cl:10])[cH:7][cH:8][cH:9]1.[K+:30].[NH4+:32]>>[Cl:1][c:2]1[c:3]([CH:4]=[CH:16][C:14]([O:13][CH2:12][CH3:11])=[O:15])[c:6]([Cl:10])[cH:7][cH:8][cH:9]1. Conditions: time 16 hour. Reaction SMILES: N1C=CC=CC=1.Cl.CN(C)CCCN=C=NCC.[F:19][C:20]1[CH:26]=[C:25]([F:27])[CH:24]=[CH:23][C:21]=1[NH2:22].[N:28]1([C:34]2[N:35]=[C:36]([CH2:41][C:42]([O-])=[O:43])[NH:37][C:38](=[O:40])[CH:39]=2)[CH2:33][CH2:32][O:31][CH2:30][CH2:29]1.[Na+]>CN(C)C=O>[F:19][C:20]1[CH:26]=[C:25]([F:27])[CH:24]=[CH:23][C:21]=1[NH:22][C:42](=[O:43])[CH2:41][C:36]1[NH:37][C:38](=[O:40])[CH:39]=[C:34]([N:28]2[CH2:33][CH2:32][O:31][CH2:30][CH2:29]2)[N:35]=1 |f:1.2,4.5|. Reactants: N1=CC=CC=C1 (pyridine), Cl.CN(CCCN=C=NCC)C (N-[3-(dimethylamino)propyl]-N′-ethylcarbodiimide hydrochloride), FC1=C(N)C=CC(=C1)F (2,4-difluoroaniline), N1(CCOCC1)C=1N=C(NC(C1)=O)CC(=O)[O-].[Na+] (sodium [4-(morpholin-4-yl)-6-oxo-1,6-dihydropyrimidin-2-yl]acetate). Isolated yield 58.8%. Solvent: CN(C=O)C (N,N-dimethylformamide). Product: FC1=C(C=CC(=C1)F)NC(CC=1NC(C=C(N1)N1CCOCC1)=O)=O (N-(2,4-difluorophenyl)-2-[4-(morpholin-4-yl)-6-oxo-1,6-dihydropyrimidin-2-yl]acetamide). Procedure details: 2.5 ml of pyridine, 233 mg of N-[3-(dimethylamino)propyl]-N′-ethylcarbodiimide hydrochloride and 400 mg of 2,4-difluoroaniline are added to a solution of 260 mg of sodium [4-(morpholin-4-yl)-6-oxo-1,6-dihydropyrimidin-2-yl]acetate prepared in stage 2 of Example 1 in 2 ml of N,N-dimethylformamide. The reaction mixture is stirred at ambient temperature for 16 hours, and then concentrated under reduced pressure. Water and ethyl acetate are added and the resulting mixture is thus stirred for 30 minu... The reactants are C1C(CC2=CC=CC=C12)=O (2-indanone), Cl.C1(=CC=C(C=C1)NN)C (p-tolylhydrazine hydrochloride), ice water. Solvent: C(C)(=O)O (acetic acid). The product is C1=C2C=3C(=NC2=CC=C1)C=C1C=CC=CC13 (Indeno[2,1-b]indole). RXN SMILES: [CH2:1]1[C:9]2[C:4](=[CH:5][CH:6]=[CH:7][CH:8]=2)[CH2:3][C:2]1=O.Cl.[C:12]1(C)[CH:17]=[CH:16][C:15]([NH:18]N)=[CH:14][CH:13]=1>C(O)(=O)C>[CH:13]1[CH:12]=[CH:17][CH:16]=[C:15]2[C:14]=1[C:1]1[C:2]([CH:3]=[C:4]3[C:9]=1[CH:8]=[CH:7][CH:6]=[CH:5]3)=[N:18]2 |f:1.2|. Procedure details: A mixture of 2-indanone (51.0 g, 0.39 mol) and p-tolylhydrazine hydrochloride (61.4 g, 0.39 mol) is dissolved in glacial acetic acid (525 mL) and is vigorously stirred and heated to reflux. The mixture turns red and is heated for 2 h. After cooling to room temperature, it is poured into ice water (1 L). The precipitate is filtered to afford a solid, which is washed with water (about 1 L). The solid is dissolved in ethyl acetate (1.4 L), activated charcoal is added, and the mixture is gently warm... Starting materials: N#Cc1ccccc1OCC1CO1, CC(C)O, CC(C)(N)CNc1ccc(C2=NNC(=O)CC2)cc1. The product is CC(C)(CNc1ccc(C2=NNC(=O)CC2)cc1)NCC(O)COc1ccccc1C#N. Reaction SMILES: [C:20](#[N:21])[c:22]1[c:23]([O:24][CH2:25][CH:26]2[CH2:27][O:28]2)[cH:29][cH:30][cH:31][cH:32]1.[CH:33]([OH:34])([CH3:35])[CH3:36].[NH2:1][C:2]([CH2:3][NH:4][c:5]1[cH:6][cH:7][c:8]([C:11]2=[N:16][NH:15][C:14](=[O:17])[CH2:13][CH2:12]2)[cH:9][cH:10]1)([CH3:18])[CH3:19]>>[NH:1]([C:2]([CH2:3][NH:4][c:5]1[cH:6][cH:7][c:8]([C:11]2=[N:16][NH:15][C:14](=[O:17])[CH2:13][CH2:12]2)[cH:9][cH:10]1)([CH3:18])[CH3:19])[CH2:27][CH:26]([CH2:25][O:24][c:23]1[c:22]([C:20]#[N:21])[cH:32][cH:31][cH:30][cH:29]1)[OH:28]. Starting materials: ClC=1C=CC(=C(C1)NC#N)N1CCOCC1 (N-(5-chloro-2-morpholinophenyl)cyanamide), ethanolic solution, CNC (dimethylamine). Solvent: C(C)O (ethanol). Product: ClC=1C=CC(=C(C1)NC(=N)N)N1CCOCC1 (5-chloro-2-morpholinophenylguanidine). As a reaction SMILES: [Cl:1][C:2]1[CH:3]=[CH:4][C:5]([N:11]2[CH2:16][CH2:15][O:14][CH2:13][CH2:12]2)=[C:6]([NH:8][C:9]#[N:10])[CH:7]=1.C[NH:18]C>C(O)C>[Cl:1][C:2]1[CH:3]=[CH:4][C:5]([N:11]2[CH2:16][CH2:15][O:14][CH2:13][CH2:12]2)=[C:6]([NH:8][C:9]([NH2:18])=[NH:10])[CH:7]=1. Procedure details: In a similar manner to that described in Example 272, N-(5-chloro-2-morpholinophenyl)cyanamide (2.3 g) in ethanol (10 ml) and a 33% ethanolic solution of dimethylamine (6 ml) were heated under reflux for 4 hours to give 1,1-dimethyl-2-(5-chloro-2-morpholinophenylguanidine (m.p. 135°-138° C.) which was recrystallised from hexane and then was converted into its monofumarate salt (m.p. 223°-225° C.) which was recrystallised from methanol. The reactants are ICC1(OC2=C(C1)C(=C(C(=C2C(C)C)C)N)C)C (2,3-dihydro-2-(iodomethyl)-7-isopropyl-2,4,6-trimethyl-5-benzofuranamine), C1(=CC=CC=C1)C(NC1CCNCC1)C1=CC=CC=C1 (N-(diphenylmethyl)-4-piperidinamine), C([O-])([O-])=O.[K+].[K+] (potassium carbonate). Solvent: CN(C(C)=O)C (N,N-dimethylacetamide), O (water). Product: NC=1C(=C(C2=C(CC(O2)(C)CN2CCC(CC2)NC(C2=CC=CC=C2)C2=CC=CC=C2)C1C)C(C)C)C (1-[(5-Amino-2,3-dihydro-7-isopropyl-2,4,6-trimethylbenzofuran-2-yl)methyl]-N-(diphenylmethyl)-4-piperidinamine). The yield is 91.9%. Reaction SMILES: I[CH2:2][C:3]1([CH3:18])[CH2:7][C:6]2[C:8]([CH3:17])=[C:9]([NH2:16])[C:10]([CH3:15])=[C:11]([CH:12]([CH3:14])[CH3:13])[C:5]=2[O:4]1.[C:19]1([CH:25]([C:33]2[CH:38]=[CH:37][CH:36]=[CH:35][CH:34]=2)[NH:26][CH:27]2[CH2:32][CH2:31][NH:30][CH2:29][CH2:28]2)[CH:24]=[CH:23][CH:22]=[CH:21][CH:20]=1.C(=O)([O-])[O-].[K+].[K+]>CN(C)C(=O)C.O>[NH2:16][C:9]1[C:10]([CH3:15])=[C:11]([CH:12]([CH3:14])[CH3:13])[C:5]2[O:4][C:3]([CH2:2][N:30]3[CH2:31][CH2:32][CH:27]([NH:26][CH:25]([C:33]4[CH:38]=[CH:37][CH:36]=[CH:35][CH:34]=4)[C:19]4[CH:24]=[CH:23][CH:22]=[CH:21][CH:20]=4)[CH2:28][CH2:29]3)([CH3:18])[CH2:7][C:6]=2[C:8]=1[CH3:17] |f:2.3.4|. Procedure: A suspension of 2,3-dihydro-2-(iodomethyl)-7-isopropyl-2,4,6-trimethyl-5-benzofuranamine (1.1 g), N-(diphenylmethyl)-4-piperidinamine (1.4 g) and potassium carbonate (0.83 g) in N,N-dimethylacetamide (6 mL) was refluxed for 4.5 hours. The mixture was diluted with water and the product was extracted twice with ethyl acetate. The combined organic layer was washed with water and saturated aqueous sodium chloride, dried over magnesium sulfate, filtrated and evaporated in vacuo. The residue was purif...